Dataset: the Open Reaction Database (ORD), a public repository of structured organic reaction records. Task: describe an organic reaction: reactants, conditions, products, and yield Reactants: C1CCOC1, CC(C)C[AlH]CC(C)C, CCOC(C)=O, O=Cc1ccc(=O)n(Cc2ccc(Cl)cc2)c1, O. Yields the product O=c1ccc(CO)cn1Cc1ccc(Cl)cc1. RXN SMILES: [CH2:33]1[O:34][CH2:35][CH2:36][CH2:37]1.[CH3:18][CH:19]([CH2:20][AlH:21][CH2:22][CH:23]([CH3:24])[CH3:25])[CH3:26].[CH3:27][CH2:28][O:29][C:30]([CH3:31])=[O:32].[Cl:1][c:2]1[cH:3][cH:4][c:5]([CH2:6][n:7]2[cH:8][c:9]([CH:14]=[O:15])[cH:10][cH:11][c:12]2=[O:13])[cH:16][cH:17]1.[OH2:38]>>[Cl:1][c:2]1[cH:3][cH:4][c:5]([CH2:6][n:7]2[cH:8][c:9]([CH2:14][OH:15])[cH:10][cH:11][c:12]2=[O:13])[cH:16][cH:17]1. Starting materials: C(C(=C)CC(=O)O)(=O)O (itaconic acid), C(CCCCCCC)O (octanol), [OH-].[Na+] (sodium hydroxide), ( 3 ), C(C(=C)CC(=O)O)(=O)O (itaconic acid). Solvent: CCCCCCC (heptane). Reaction conditions: time 8 hour. Product: C(C(=C)CC(=O)O)(=O)[O-].[Na+] (monosodium itaconate). RXN SMILES: [C:1]([OH:9])(=[O:8])[C:2]([CH2:4][C:5]([OH:7])=[O:6])=[CH2:3].C(O)CCCCCCC.[OH-].[Na+:20]>CCCCCCC>[C:1]([O-:9])(=[O:8])[C:2]([CH2:4][C:5]([OH:7])=[O:6])=[CH2:3].[Na+:20] |f:2.3,5.6|. Procedure: Two hollow fiber modules (4×13, LiquiCell X40, Membrana) were assembled such that 3 continuous loops could be operated: (1) itaconic acid solution (2) solvent system (3) stripping solution. An itaconic acid solution (2 L, 60.0 g/L acid, pH 2.2) was circulated through the shell side of module 1. The ternary organic solvent system (20% TOA, 20% octanol, heptane) was circulated through the lumen of both modules. Lastly, aqueous sodium hydroxide (0.46 M) was circulated shell side of module 2. The vo... The reactants are C1(=CC=CC=C1)[C@@H](C)N1C(N([C@H]2[C@@H]1CSC2=O)CC2=CC=CC=C2)=O ((3as,6aR)-1-[(R)-(1-phenylethyl)]-3-benzyl-dihydro-1H-thieno[3,4-d]-imidazol-2,4(3H,3aH)-dione), [H-].[Na+] (sodium hydride), ice, Cl (HCl), ice, [Br-].C(=O)(O)CCCC[P+](C1=CC=CC=C1)(C1=CC=CC=C1)C1=CC=CC=C1 ((4-carboxybutyl)-triphenylphosphonium bromide), [H][H] (hydrogen). Solvent: C(C)(=O)OCC (ethyl acetate), C1=CC=CC=C1 (benzene), O (water), CS(=O)C (dimethyl sulfoxide), C1(=CC=CC=C1)C (toluene), CS(=O)C (dimethyl sulfoxide), CS(=O)C (dimethyl sulfoxide). Reaction conditions: temperature 70 celsius, time 5 minute. Yields the product C1(=CC=CC=C1)[C@@H](C)N1C(N([C@H]2[C@@H]1CSC2=C(C(=O)O)CCC)CC2=CC=CC=C2)=O ((3aS, 6aR)-hexahydro-1-[(R)-(1-phenylethyl)]-2-oxo-3-benzylthieno[3,4-d]-imidazol-4-ylidene pentanoic acid). As a reaction SMILES: [H-].[Na+].[H][H].[Br-].[C:6]([CH2:9][CH2:10][CH2:11][CH2:12][P+](C1C=CC=CC=1)(C1C=CC=CC=1)C1C=CC=CC=1)([OH:8])=[O:7].[C:32]1([C@H:38]([N:40]2[C@H:44]3[CH2:45][S:46][C:47](=O)[C@H:43]3[N:42]([CH2:49][C:50]3[CH:55]=[CH:54][CH:53]=[CH:52][CH:51]=3)[C:41]2=[O:56])[CH3:39])[CH:37]=[CH:36][CH:35]=[CH:34][CH:33]=1.Cl>CS(C)=O.C1(C)C=CC=CC=1.C(OCC)(=O)C.C1C=CC=CC=1.O>[C:32]1([C@H:38]([N:40]2[C@H:44]3[CH2:45][S:46][C:47](=[C:9]([CH2:10][CH2:11][CH3:12])[C:6]([OH:8])=[O:7])[C@H:43]3[N:42]([CH2:49][C:50]3[CH:51]=[CH:52][CH:53]=[CH:54][CH:55]=3)[C:41]2=[O:56])[CH3:39])[CH:33]=[CH:34][CH:35]=[CH:36][CH:37]=1 |f:0.1,3.4|. Procedure: 159.8 mg (3.66 mmol) of sodium hydride and 1.7 ml of dimethyl sulfoxide were placed in a 25-ml round-bottom flask. The suspension was heated with stirring and under argon to 70° C. It was stirred for 40 minutes more until evolution of hydrogen was complete. The solution was cooled to room temperature and a solution of 801.5 mg (1.8 mmol) of (4-carboxybutyl)-triphenylphosphonium bromide in 1 ml of dimethyl sulfoxide was added. The dark red reaction mixture was stirred for 15 minutes and then adde... Reactants: C(C(=O)Cl)(=O)Cl (Oxalyl chloride), CC=1C=C(C(=O)O)C=CC1N1CCOCC1 (3-Methyl-4-morpholin-4-ylbenzoic acid), ON=C(N)C1=C(C=CC=C1)OC (N′-Hydroxy-2-methoxybenzenecarboximidamide), CCN(C(C)C)C(C)C (DIEA). The product is COC1=C(C=CC=C1)C1=NOC(=N1)C1=CC(=C(C=C1)N1CCOCC1)C (4-{4-[3-(2-methoxyphenyl)-1,2,4-oxadiazol-5-yl]-2-methylphenyl}morpholine). RXN SMILES: C(Cl)(=O)C(Cl)=O.[CH3:7][C:8]1[CH:9]=[C:10]([CH:14]=[CH:15][C:16]=1[N:17]1[CH2:22][CH2:21][O:20][CH2:19][CH2:18]1)[C:11]([OH:13])=O.O[N:24]=[C:25]([C:27]1[CH:32]=[CH:31][CH:30]=[CH:29][C:28]=1[O:33][CH3:34])[NH2:26].CCN(C(C)C)C(C)C>>[CH3:34][O:33][C:28]1[CH:29]=[CH:30][CH:31]=[CH:32][C:27]=1[C:25]1[N:24]=[C:11]([C:10]2[CH:14]=[CH:15][C:16]([N:17]3[CH2:22][CH2:21][O:20][CH2:19][CH2:18]3)=[C:8]([CH3:7])[CH:9]=2)[O:13][N:26]=1. Procedure details: Oxalyl chloride (138 μL; 1.63 mmol; 3 eq.), Intermediate 35 (120 mg; 0.54 mmol; 1 eq.), Intermediate 1 (90 mg; 0.54 mmol, 1 eq.) and DIEA (280 μL; 1.63 mmol; 3 eq.) were reacted according to general procedure 2. Purification by column chromatography c-hexane/ethyl acetate, 95/5) afforded the title compound as a yellow solid. Starting materials: O=Cc1cccc(Br)c1, C#Cc1ccc(CCC(=O)OC)cc1. The product is COC(=O)CCc1ccc(C#Cc2cccc(C=O)c2)cc1. Reaction SMILES: [Br:15][c:16]1[cH:17][c:18]([CH:19]=[O:20])[cH:21][cH:22][cH:23]1.[C:1](#[CH:2])[c:3]1[cH:4][cH:5][c:6]([CH2:9][CH2:10][C:11](=[O:12])[O:13][CH3:14])[cH:7][cH:8]1>>[C:1](#[C:2][c:16]1[cH:17][c:18]([CH:19]=[O:20])[cH:21][cH:22][cH:23]1)[c:3]1[cH:4][cH:5][c:6]([CH2:9][CH2:10][C:11](=[O:12])[O:13][CH3:14])[cH:7][cH:8]1. Starting materials: C[Si](N[Si](C)(C)C)(C)C (hexamethyldisilazane), 15-methyl ether, CCCCC[C@@H](/C=C/[C@H]1[C@@H](CC(=O)[C@@H]1C/C=C\CCCC(=O)O)O)O (PGE2), methyl ester, C[Si](Cl)(C)C (trimethyl chlorosilane). Run in O1CCCC1 (tetrahydrofuran). Reaction conditions: temperature -10 celsius. The product is CCCCC[C@@H](/C=C/[C@H]1[C@@H](C[C@@H]([C@@H]1C/C=C\CCCC(=O)O)O)O)O (PGF2α), Formula-VII title compound. RXN SMILES: [CH3:1][CH2:2][CH2:3][CH2:4][CH2:5][C@H:6]([OH:25])/[CH:7]=[CH:8]/[C@@H:9]1[C@@H:14]([CH2:15]/[CH:16]=[CH:17]\[CH2:18][CH2:19][CH2:20][C:21]([OH:23])=[O:22])[C:12](=[O:13])[CH2:11][C@H:10]1[OH:24].C[Si](C)(C)N[Si](C)(C)C.C[Si](C)(C)Cl>O1CCCC1>[CH3:1][CH2:2][CH2:3][CH2:4][CH2:5][C@H:6]([OH:25])/[CH:7]=[CH:8]/[C@@H:9]1[C@@H:14]([CH2:15]/[CH:16]=[CH:17]\[CH2:18][CH2:19][CH2:20][C:21]([OH:23])=[O:22])[C@@H:12]([OH:13])[CH2:11][C@H:10]1[OH:24]. Reported procedure: Refer to Chart F, wherein E is --CH=CH--, R2, R4, and R6 are methyl, R7 is (CH3)3Si--, V is --CH=CH--(CH2)3 --, W is 1-pentyl, and ~ is alpha or beta. A solution of PGE2, methyl ester, 15-methyl ether (Example 1, 1.0 g.) in 20 ml. of dry tetrahydrofuran (THF) is stirred with 3 ml. of hexamethyldisilazane and 0.6 ml. of trimethyl chlorosilane for 20 hrs. at about 25° C., with protection from moisture. The mixture is concentrated under reduced pressure, then taken up in 50 ml. of dry benzene and a... Starting materials: FC(C1=CC=C(OC2=CC=C(C=C2)C2=CC=CN3C2=NS(CC3)(=O)=O)C=C1)(F)F (9-{4-[4-(trifluoromethyl)phenoxy]phenyl}-3,4-dihydropyrido[2,1-c][1,2,4]thiadiazine 2,2-dioxide). The reagents and catalysts are [Pt](=O)=O (Platinum(IV) oxide), [Pt](=O)=O (Platinum(IV) oxide). Solvent: C1CCOC1 (THF), CO (MeOH), C1CCOC1 (THF), CO (MeOH). Run at time 6 hour. Yields the product FC(C1=CC=C(OC2=CC=C(C=C2)C2CCCN3C2=NS(CC3)(=O)=O)C=C1)(F)F (9-{4-[4-(trifluoromethyl)phenoxy]phenyl}-3,4,6,7,8,9-hexahydropyrido[2,1-c][1,2,4]thiadiazine 2,2-dioxide). Isolated yield 58.3%. As a reaction SMILES: [F:1][C:2]([F:29])([F:28])[C:3]1[CH:27]=[CH:26][C:6]([O:7][C:8]2[CH:13]=[CH:12][C:11]([C:14]3[C:19]4=[N:20][S:21](=[O:25])(=[O:24])[CH2:22][CH2:23][N:18]4[CH:17]=[CH:16][CH:15]=3)=[CH:10][CH:9]=2)=[CH:5][CH:4]=1>C1COCC1.CO.[Pt](=O)=O>[F:29][C:2]([F:1])([F:28])[C:3]1[CH:27]=[CH:26][C:6]([O:7][C:8]2[CH:9]=[CH:10][C:11]([CH:14]3[C:19]4=[N:20][S:21](=[O:24])(=[O:25])[CH2:22][CH2:23][N:18]4[CH2:17][CH2:16][CH2:15]3)=[CH:12][CH:13]=2)=[CH:5][CH:4]=1. Procedure: To a suspension of NaH (60%, 418 mg) in THF (dry) (25 mL) was added 2-chloroethanesulfonyl chloride (0.659 mL) at 0° C. and the mixture was stirred for 5 min at the same temperature. A solution of 3-(4-(4-(trifluoromethyl)phenoxy)phenyl)pyridin-2-amine (690 mg) in THF (dry) (40 mL) was added at 0° C. and the mixture was stirred at room temperature overnight. The mixture was quenched with water at 0° C. Water, EtOAc and THF were added and the extracted organic layer was washed with brine, dried o...